Task: describe an organic reaction: reactants, conditions, products, and yield. Dataset: the Open Reaction Database (ORD), a public repository of structured organic reaction records Procedure details: A solution of 3.5 g (0.01 mol) of ethyl 6-chloro-4-(2-fluorophenyl)quinolin-2(1H)-one-3-carboxylate,* in 50 ml of tetrahydrofuran was added to a suspension of 1 g (0.022 mol) of lithium aluminum hydride in 50 ml of tetrahydrofuran. After stirring for 30 min at -20° to 0°, the hydride was hydrolized by addition of 5 ml of water. The mixture was then partitioned between methylene chloride and 2N hydrochloric acid. The methylene chloride layer was washed with water dried and evaporated. Crystalliza... The solvent is O1CCCC1 (tetrahydrofuran), O1CCCC1 (tetrahydrofuran). Reaction SMILES: [Cl:1][C:2]1[CH:3]=[C:4]2[C:9](=[CH:10][CH:11]=1)[NH:8][C:7](=[O:12])[C:6]([C:13](OCC)=[O:14])=[C:5]2[C:18]1[CH:23]=[CH:22][CH:21]=[CH:20][C:19]=1[F:24].[H-].[Al+3].[Li+].[H-].[H-].[H-].[H-].O>O1CCCC1>[Cl:1][C:2]1[CH:3]=[C:4]2[C:9](=[CH:10][CH:11]=1)[NH:8][C:7](=[O:12])[C:6]([CH2:13][OH:14])=[C:5]2[C:18]1[CH:23]=[CH:22][CH:21]=[CH:20][C:19]=1[F:24] |f:1.2.3.4.5.6|. Reaction conditions: time 30 minute. Starting materials: ClC=1C=C2C(=C(C(NC2=CC1)=O)C(=O)OCC)C1=C(C=CC=C1)F (ethyl 6-chloro-4-(2-fluorophenyl)quinolin-2(1H)-one-3-carboxylate), [H-].[Al+3].[Li+].[H-].[H-].[H-] (lithium aluminum hydride), [H-] (hydride), O (water). The product is ClC=1C=C2C(=C(C(NC2=CC1)=O)CO)C1=C(C=CC=C1)F (6-chloro-4-(2-fluorophenyl)-3-hydroxymethylquinolin-2(1H)-one). Starting materials: OCCO, CCOC(=O)c1nc(NC)sc1-c1ccncc1, Cl, CCN1CCCC1CN, O. Product: CCN1CCCC1CNC(=O)c1nc(NC)sc1-c1ccncc1. RXN SMILES: [CH2:30]([OH:31])[CH2:32][OH:33].[CH3:1][NH:2][c:3]1[s:4][c:5](-[c:13]2[cH:14][cH:15][n:16][cH:17][cH:18]2)[c:6]([C:8]([O:10][CH2:9][CH3:11])=[O:12])[n:7]1.[ClH:28].[NH2:19][CH2:20][CH:21]1[N:22]([CH2:26][CH3:27])[CH2:23][CH2:24][CH2:25]1.[OH2:29]>>[CH3:1][NH:2][c:3]1[s:4][c:5](-[c:13]2[cH:14][cH:15][n:16][cH:17][cH:18]2)[c:6]([C:8](=[O:10])[NH:19][CH2:20][CH:21]2[N:22]([CH2:26][CH3:27])[CH2:23][CH2:24][CH2:25]2)[n:7]1. Starting materials: [N+](=O)(O)[O-] (nitric acid), C([O-])([O-])=O.[Ca+2] (calcium carbonate), [U] (uranium), C([O-])(O)=O.[NH4+] (ammonium bicarbonate), [OH-].[Ca+2].[OH-] (calcium hydroxide). The solvent is O (water), O (water). The product is C(=O)=O (carbon dioxide), [N+](=O)([O-])[O-].[Ca+2].[N+](=O)([O-])[O-] (calcium nitrate), [N+](=O)([O-])[O-].[NH4+] (ammonium nitrate). As a reaction SMILES: [U].[N+:2]([O-:5])([OH:4])=[O:3].[C:6](=O)([OH:8])[O-:7].[NH4+:10].[OH-].[Ca+2:12].[OH-].C(=O)([O-])[O-].[Ca+2]>O>[C:6](=[O:8])=[O:7].[N+:2]([O-:5])([O-:4])=[O:3].[Ca+2:12].[N+:2]([O-:5])([O-:4])=[O:3].[N+:2]([O-:5])([O-:4])=[O:3].[NH4+:10] |f:2.3,4.5.6,7.8,11.12.13,14.15|. Procedure: The resultant water solution containing trace quantities of uranium among other possible components, with a basic pH higher than about 8, is then acidified to the extent of lowering the pH to less than about 6, and preferably to within a range of about 5 to about 4, by the addition thereto of a mineral acid such as nitric acid. This acidification decomposes any of the water-contained ammonium bicarbonate (NH4HCO3), calcium hydroxide and calcium carbonate (CaCO3) to form carbon dioxide, calcium n... Reactants: COC(=O)c1c(I)cccc1CBr, CCOC(C)=O, Cc1ccccc1, CCCCCC, NCc1ccc(F)cc1. Product: O=C1c2c(I)cccc2CN1Cc1ccc(F)cc1. As a reaction SMILES: [CH3:1][O:2][C:3]([c:4]1[c:5]([CH2:11][Br:12])[cH:6][cH:7][cH:8][c:9]1[I:10])=[O:13].[CH3:23][CH2:24][O:25][C:26](=[O:27])[CH3:28].[CH3:29][c:30]1[cH:31][cH:32][cH:33][cH:34][cH:35]1.[CH3:36][CH2:37][CH2:38][CH2:39][CH2:40][CH3:41].[F:14][c:15]1[cH:16][cH:17][c:18]([CH2:19][NH2:20])[cH:21][cH:22]1>>[C:3]1(=[O:13])[c:4]2[c:5]([cH:6][cH:7][cH:8][c:9]2[I:10])[CH2:11][N:20]1[CH2:19][c:18]1[cH:17][cH:16][c:15]([F:14])[cH:22][cH:21]1. Starting materials: COC1=CC=C(COCC2=NN=C3N2C2=C(N(C(C3)=O)C3=CC=CC=C3)C=C(C=C2)Cl)C=C1 (1-[(p-methoxybenzyloxy)-methyl]-8-chloro-6-phenyl-4H-s-triazolo[4,3-a][1,5]benzodiazepin-5-one), Br (hydrobromic acid), [OH-].[Na+] (sodium hydroxide). The solvent is C(C)(=O)O (acetic acid). Yields the product OCC1=NN=C2N1C1=C(N(C(C2)=O)C2=CC=CC=C2)C=C(C=C1)Cl (1-(Hydroxymethyl)-8-chloro-6-phenyl-4H-s-triazolo[4,3-a][1,5]benzodiazepin-5-one). As a reaction SMILES: COC1C=CC(C[O:8][CH2:9][C:10]2[N:14]3[C:15]4[CH:30]=[CH:29][C:28]([Cl:31])=[CH:27][C:16]=4[N:17]([C:21]4[CH:26]=[CH:25][CH:24]=[CH:23][CH:22]=4)[C:18](=[O:20])[CH2:19][C:13]3=[N:12][N:11]=2)=CC=1.Br.[OH-].[Na+]>C(O)(=O)C>[OH:8][CH2:9][C:10]1[N:14]2[C:15]3[CH:30]=[CH:29][C:28]([Cl:31])=[CH:27][C:16]=3[N:17]([C:21]3[CH:26]=[CH:25][CH:24]=[CH:23][CH:22]=3)[C:18](=[O:20])[CH2:19][C:13]2=[N:12][N:11]=1 |f:2.3|. Procedure details: 3.1 g of 1-[(p-methoxybenzyloxy)-methyl]-8-chloro-6-phenyl-4H-s-triazolo[4,3-a][1,5]benzodiazepin-5-one in 30 ml acetic acid, at 25°, is stirred with 24 ml 48% aqueous hydrobromic acid for 20 minutes. The reaction is neutralized with 30% aqueous sodium hydroxide and extracted with chloroform. The organic phase is separated, washed with water, dried and the solvent evaporated to give the title compound. The reactants are COC(=O)C1C(=O)Nc2ccccc2CC1c1ccc(OC)cc1, C[Si](C)(C)[N-][Si](C)(C)C, Cc1ccccc1, [K+], O, C1CCOC1. Product: COC(=O)C1(O)C(=O)Nc2ccccc2CC1c1ccc(OC)cc1. As a reaction SMILES: [CH3:1][O:2][C:3](=[O:4])[CH:5]1[C:6](=[O:24])[NH:7][c:8]2[c:9]([cH:20][cH:21][cH:22][cH:23]2)[CH2:10][CH:11]1[c:12]1[cH:13][cH:14][c:15]([O:18][CH3:19])[cH:16][cH:17]1.[CH3:25][Si:26]([CH3:27])([CH3:28])[N-:29][Si:30]([CH3:31])([CH3:32])[CH3:33].[CH3:35][c:36]1[cH:37][cH:38][cH:39][cH:40][cH:41]1.[K+:34].[O:42].[O:43]1[CH2:44][CH2:45][CH2:46][CH2:47]1>>[CH3:1][O:2][C:3](=[O:4])[C:5]1([OH:43])[C:6](=[O:24])[NH:7][c:8]2[c:9]([cH:20][cH:21][cH:22][cH:23]2)[CH2:10][CH:11]1[c:12]1[cH:13][cH:14][c:15]([O:18][CH3:19])[cH:16][cH:17]1. Yields the product CC1(OCC(C(O1)C(=O)NCCC(=O)OCCCNC(CCCCCCCCCCCCC)=O)(C)C)C (3-(N-Tetradecanoylamino)propyl 3-[N-(2,2,5,5-tetramethyl-1,3-dioxane-4-carbonyl)amino]propionate). As a reaction SMILES: [OH:1][CH2:2][CH2:3][CH2:4][NH:5][C:6](=[O:20])[CH2:7][CH2:8][CH2:9][CH2:10][CH2:11][CH2:12][CH2:13][CH2:14][CH2:15][CH2:16][CH2:17][CH2:18][CH3:19].[CH3:21][C:22]1([CH3:38])[O:27][CH:26]([C:28]([NH:30][CH2:31][CH2:32][C:33](O)=[O:34])=[O:29])[C:25]([CH3:37])([CH3:36])[CH2:24][O:23]1>>[CH3:21][C:22]1([CH3:38])[O:27][CH:26]([C:28]([NH:30][CH2:31][CH2:32][C:33]([O:1][CH2:2][CH2:3][CH2:4][NH:5][C:6](=[O:20])[CH2:7][CH2:8][CH2:9][CH2:10][CH2:11][CH2:12][CH2:13][CH2:14][CH2:15][CH2:16][CH2:17][CH2:18][CH3:19])=[O:34])=[O:29])[C:25]([CH3:37])([CH3:36])[CH2:24][O:23]1. Procedure details: N-(3-Hydroxypropyl)tetradecanamide (2.87 g) and 2.59 g of 3-[N-(2,2,5,5-tetramethyl-1,3-dioxane-4-carbonyl)amino]propionic acid were reacted in the same manner as in Example 15 to obtain 4.63 g of the title compound (yield: 88%) The yield is 88.0%. Starting materials: OCCCNC(CCCCCCCCCCCCC)=O (N-(3-Hydroxypropyl)tetradecanamide), CC1(OCC(C(O1)C(=O)NCCC(=O)O)(C)C)C (3-[N-(2,2,5,5-tetramethyl-1,3-dioxane-4-carbonyl)amino]propionic acid).